From a dataset of the Open Reaction Database (ORD), a public repository of structured organic reaction records. describe an organic reaction: reactants, conditions, products, and yield Starting materials: Fc1cccc(F)n1, [H-], [Na+], C1CCOC1, O, OCc1ccccc1. The product is Fc1cccc(OCc2ccccc2)n1. Reaction SMILES: [F:9][c:10]1[n:11][c:12]([F:16])[cH:13][cH:14][cH:15]1.[H-:17].[Na+:18].[O:20]1[CH2:21][CH2:22][CH2:23][CH2:24]1.[OH2:19].[OH:1][CH2:2][c:3]1[cH:4][cH:5][cH:6][cH:7][cH:8]1>>[O:1]([CH2:2][c:3]1[cH:4][cH:5][cH:6][cH:7][cH:8]1)[c:12]1[n:11][c:10]([F:9])[cH:15][cH:14][cH:13]1. The reactants are COC1=CC=C(C=C1)[C@@H]1SC2=C(NC([C@@H]1OC(C)=O)=O)C=CC=C2Cl ((±)-cis-2-(4-methoxyphenyl)-3-acetoxy-9-chloro-2,3-dihydro-1,5-benzothiazepin-4(5H)-one), Cl.CN(CCCl)C (2-(dimethylamino)ethyl chloride hydrochloride), C([O-])([O-])=O.[K+].[K+] (potassium carbonate). The solvent is CC(=O)C (acetone). Product: O.Cl.COC1=CC=C(C=C1)[C@@H]1SC2=C(N(C([C@@H]1OC(C)=O)=O)CCN(C)C)C=CC=C2Cl ((±)-cis-2-(4-methoxyphenyl)-3-acetoxy-5-[2-(dimethylamino)ethyl]-9-chloro-2,3-dihydro-1,5-benzothiazepin-4(5H)-one hydrochloride hydrate). The yield is 169.6%. As a reaction SMILES: [CH3:1][O:2][C:3]1[CH:8]=[CH:7][C:6]([C@H:9]2[C@@H:15]([O:16][C:17](=[O:19])[CH3:18])[C:14](=[O:20])[NH:13][C:12]3[CH:21]=[CH:22][CH:23]=[C:24]([Cl:25])[C:11]=3[S:10]2)=[CH:5][CH:4]=1.Cl.[CH3:27][N:28]([CH3:32])[CH2:29][CH2:30]Cl.C(=O)([O-])[O-].[K+].[K+]>CC(C)=O>[OH2:2].[ClH:25].[CH3:1][O:2][C:3]1[CH:8]=[CH:7][C:6]([C@H:9]2[C@@H:15]([O:16][C:17](=[O:19])[CH3:18])[C:14](=[O:20])[N:13]([CH2:30][CH2:29][N:28]([CH3:32])[CH3:27])[C:12]3[CH:21]=[CH:22][CH:23]=[C:24]([Cl:25])[C:11]=3[S:10]2)=[CH:5][CH:4]=1 |f:1.2,3.4.5,7.8.9|. Procedure details: A mixture of 200 mg of (±)-cis-2-(4-methoxyphenyl)-3-acetoxy-9-chloro-2,3-dihydro-1,5-benzothiazepin-4(5H)-one, 84 mg of 2-(dimethylamino)ethyl chloride hydrochloride, 220 mg of powdered potassium carbonate and 10 ml of acetone is refluxed for 20 hours. After the reaction is completed, insoluble materials are removed by filtration. The filtrate is evaporated to remove solvent. The residue is converted to its hydrochloride and then recrystallized from methanol. 226 mg of (±)-cis-2-(4-methoxypheny... The reactants are C(C)OC(CNC(OCC)=O)OCC (ethyl (2,2-diethoxyethyl)carbamate), Cl (HCl), O (H2O). The solvent is C1CCOC1 (THF). Conditions: temperature 0 celsius, time 4 hour. The product is O=CCNC(OCC)=O (ethyl (2-oxoethyl)carbamate). The yield is 28.3%. Reaction SMILES: C([O:3][CH:4](OCC)[CH2:5][NH:6][C:7](=[O:11])[O:8][CH2:9][CH3:10])C.Cl.O>C1COCC1>[O:3]=[CH:4][CH2:5][NH:6][C:7](=[O:11])[O:8][CH2:9][CH3:10]. Reported procedure: A solution of ethyl (2,2-diethoxyethyl)carbamate (2.0 g, 0.0097 mol.)) in 5 mL of THF at 0° C. was added HCl (10 mL, 2.0 eq) and then H2O (0.17 mL). The solution was then stirred for 4 h at 0° C. the solvent was evaporated at room temperature and solid NaHCO3 was added, filtration and concentration to give after silica gel chromatography ethyl (2-oxoethyl)carbamate as a colorless oil (0.36 g, 28%). 1HNMR (400 MHz), CDCl3: δ 1.19 (t, J=7.2 Hz, 3H); 4.05-4.10 (m, 4H); 5.44 (sbr, 1H); 9.60 (s, 1H). Starting materials: O=C(O)C1Cc2ccccc2CN1C(=O)OCc1ccccc1, CO, O=S(=O)(O)O. Yields the product COC(=O)C1Cc2ccccc2CN1C(=O)OCc1ccccc1. RXN SMILES: [CH2:1]([c:2]1[cH:3][cH:4][cH:5][cH:6][cH:7]1)[O:8][C:9](=[O:10])[N:11]1[CH2:12][c:13]2[cH:14][cH:15][cH:16][cH:17][c:18]2[CH2:19][CH:20]1[C:21](=[O:22])[OH:23].[CH3:29][OH:30].[S:24](=[O:25])(=[O:26])([OH:27])[OH:28]>>[CH2:1]([c:2]1[cH:3][cH:4][cH:5][cH:6][cH:7]1)[O:8][C:9](=[O:10])[N:11]1[CH2:12][c:13]2[cH:14][cH:15][cH:16][cH:17][c:18]2[CH2:19][CH:20]1[C:21](=[O:22])[O:23][CH3:29]. Starting materials: BrC[C@](C(=O)NC1=CC(=C(C=C1)[N+](=O)[O-])C)(C)O ((2R)-3-bromo-2-hydroxy-2-methyl-N-(3-methyl-4-nitrophenyl)propionamide), C(C)(=O)NC1=CC=C(C=C1)O (4-acetamidophenol), [H-].[Na+] (sodium hydride). Run in C1CCOC1 (THF), C1CCOC1 (THF), C1CCOC1 (THF). Run at time 10 minute. Product: C(C)(=O)NC1=CC=C(OC[C@](C(=O)NC2=CC(=C(C=C2)[N+](=O)[O-])C)(C)O)C=C1 ((2S)-3-(4-Acetylaminophenoxy)-2-hydroxy-2-methyl-N-(3-methyl-4-nitrophenyl)propionamide). As a reaction SMILES: [C:1]([NH:4][C:5]1[CH:10]=[CH:9][C:8]([OH:11])=[CH:7][CH:6]=1)(=[O:3])[CH3:2].[H-].[Na+].Br[CH2:15][C@@:16]([OH:31])([CH3:30])[C:17]([NH:19][C:20]1[CH:25]=[CH:24][C:23]([N+:26]([O-:28])=[O:27])=[C:22]([CH3:29])[CH:21]=1)=[O:18]>C1COCC1>[C:1]([NH:4][C:5]1[CH:10]=[CH:9][C:8]([O:11][CH2:30][C@@:16]([OH:31])([CH3:15])[C:17]([NH:19][C:20]2[CH:25]=[CH:24][C:23]([N+:26]([O-:28])=[O:27])=[C:22]([CH3:29])[CH:21]=2)=[O:18])=[CH:7][CH:6]=1)(=[O:3])[CH3:2] |f:1.2|. Procedure details: A solution of 4-acetamidophenol 0.62 g, 4.1 mmol) in THF (7 ml) was added dropwise to a stirred suspension of sodium hydride (0.27 g, 6.8 mmol, 60% dispersion in mineral oil) in THF (6 ml) and the temperature was kept below 5° C. during the addition. The mixture was stirred for 10 min and a solution of (2R)-3-bromo-2-hydroxy-2-methyl-N-(3-methyl-4-nitrophenyl)propionamide (0.86 g, 2.7 mmol) in THF (7 ml) was added. The mixture was stirred at room temperature for 30 min and then at 60° C. for 5 h... Starting materials: CCOC(C)=O, Cc1ncc(CN=[N+]=[N-])cn1. Product: Cc1ncc(CN)cn1. As a reaction SMILES: [CH3:12][CH2:13][O:14][C:15](=[O:16])[CH3:17].[N:1](=[N+:2]=[N-:3])[CH2:4][c:5]1[cH:6][n:7][c:8]([CH3:11])[n:9][cH:10]1>>[NH2:1][CH2:4][c:5]1[cH:6][n:7][c:8]([CH3:11])[n:9][cH:10]1. The reactants are CO, CCS(=O)c1cnc2[nH]c(C(=CC3CCCC3)c3ccc(S(C)(=O)=O)cc3)cc2c1. Yields the product CCS(=O)c1cnc2[nH]c(C(CC3CCCC3)c3ccc(S(C)(=O)=O)cc3)cc2c1. As a reaction SMILES: [CH3:31][OH:32].[CH:1]1([CH:6]=[C:7]([c:8]2[cH:9][cH:10][c:11]([S:14](=[O:15])(=[O:16])[CH3:17])[cH:12][cH:13]2)[c:18]2[cH:19][c:20]3[c:21]([n:22][cH:23][c:24]([S:26](=[O:27])[CH2:28][CH3:29])[cH:25]3)[nH:30]2)[CH2:2][CH2:3][CH2:4][CH2:5]1>>[CH:1]1([CH2:6][CH:7]([c:8]2[cH:9][cH:10][c:11]([S:14](=[O:15])(=[O:16])[CH3:17])[cH:12][cH:13]2)[c:18]2[cH:19][c:20]3[c:21]([n:22][cH:23][c:24]([S:26](=[O:27])[CH2:28][CH3:29])[cH:25]3)[nH:30]2)[CH2:2][CH2:3][CH2:4][CH2:5]1. Reactants: C(C)(C)(C)OC(NC1(CC1)C(NC1CCC=2C=C(C=NC12)C1=C(C(=CC(=C1)Cl)F)C=1N=NN(N1)C)=O)=O ((1-{(rac)-3-[5-Chloro-3-fluoro-2-(2-methyl-2H-tetrazol-5-yl)-phenyl]-6,7-dihydro-5H-[1]pyrindin-7-ylcarbamoyl}-cyclopropyl)-carbamic acid tert-butyl ester), FC(C(=O)O)(F)F (trifluoroacetic acid). The product is ClC=1C=C(C(=C(C1)C=1C=NC=2C(CCC2C1)NC(=O)C1(CC1)N)C=1N=NN(N1)C)F (1-Amino-cyclopropanecarboxylic acid{(rac)-3-[5-chloro-3-fluoro-2-(2-methyl-2H-tetrazol-5-yl)-phenyl]-6,7-dihydro-5H-[1]pyrindin-7-yl}-amide). RXN SMILES: C(OC(=O)[NH:7][C:8]1([C:11](=[O:36])[NH:12][CH:13]2[C:21]3[N:20]=[CH:19][C:18]([C:22]4[CH:27]=[C:26]([Cl:28])[CH:25]=[C:24]([F:29])[C:23]=4[C:30]4[N:31]=[N:32][N:33]([CH3:35])[N:34]=4)=[CH:17][C:16]=3[CH2:15][CH2:14]2)[CH2:10][CH2:9]1)(C)(C)C.FC(F)(F)C(O)=O>>[Cl:28][C:26]1[CH:25]=[C:24]([F:29])[C:23]([C:30]2[N:31]=[N:32][N:33]([CH3:35])[N:34]=2)=[C:22]([C:18]2[CH:19]=[N:20][C:21]3[CH:13]([NH:12][C:11]([C:8]4([NH2:7])[CH2:10][CH2:9]4)=[O:36])[CH2:14][CH2:15][C:16]=3[CH:17]=2)[CH:27]=1. Reported procedure: In analogy to the procedure described for the preparation of intermediate A-11 [C], (1-{(rac)-3-[5-chloro-3-fluoro-2-(2-methyl-2H-tetrazol-5-yl)-phenyl]-6,7-dihydro-5H-[1]pyrindin-7-ylcarbamoyl}-cyclopropyl)-carbamic acid tert-butyl ester (example 54) has been treated with trifluoroacetic acid (90%) to give the title compound as light brown amorphous solid. MS: 428.1 (MH+, 1Cl).